This data is from the Open Reaction Database (ORD), a public repository of structured organic reaction records. The task is: describe an organic reaction: reactants, conditions, products, and yield Reactants: N12CCCC(CCC1)(C2)CN (1-azabicyclo[3.3.1]nonane-5-methanamine), acid-CDI, CN1C=C(C2=CC=CC=C12)C(=O)O (1-methyl-1-H-indole-3-carboxylic acid), C(=O)(N1C=NC=C1)N1C=NC=C1 (1,1'-carbonyldiimidazole), CN(C=O)C (N,N-dimethylformamide). Run in CO.C(Cl)Cl (methanol methylene chloride), O1CCCC1 (tetrahydrofuran). Reaction conditions: time 10 minute. The product is N12CCCC(CCC1)(C2)CNC(=O)C2=CN(C1=CC=CC=C21)C (N-(1-Azabicyclo[3.3.1]non-5-ylmethyl)-1-methyl-1H-indole-3-carboxamide). Yield: 76.0%. As a reaction SMILES: [CH3:1][N:2]1[C:10]2[C:5](=[CH:6][CH:7]=[CH:8][CH:9]=2)[C:4]([C:11]([OH:13])=O)=[CH:3]1.C(N1C=CN=C1)(N1C=CN=C1)=O.CN(C)C=O.[N:31]12[CH2:39][C:35]([CH2:40][NH2:41])([CH2:36][CH2:37][CH2:38]1)[CH2:34][CH2:33][CH2:32]2>O1CCCC1.CO.C(Cl)Cl>[N:31]12[CH2:39][C:35]([CH2:40][NH:41][C:11]([C:4]3[C:5]4[C:10](=[CH:9][CH:8]=[CH:7][CH:6]=4)[N:2]([CH3:1])[CH:3]=3)=[O:13])([CH2:36][CH2:37][CH2:38]1)[CH2:34][CH2:33][CH2:32]2 |f:5.6|. Reported procedure: A solution of 1-methyl-1-H-indole-3-carboxylic acid (1.53 g, 8.7 mmol) in anhydrous tetrahydrofuran (8 mL) under nitrogen was treated with 1.49 g (9.2 mmol) of 1,1'-carbonyldiimidazole (CDI) and stirred for 10 minutes. At this point a thick suspension formed, and anhydrous N,N-dimethylformamide (8 mL) was added. After an additional 45 minutes the solution was degassed under a stream of nitrogen over 10 minutes, then treated with a solution of 1-azabicyclo[3.3.1]nonane-5-methanamine (1.47 g, 9.5 ...